This data is from the Open Reaction Database (ORD), a public repository of structured organic reaction records. The task is: describe an organic reaction: reactants, conditions, products, and yield Starting materials: SCCCS, CCC(Cc1ccccc1)(C(=O)c1ccc(-c2ccc(Br)cc2)cc1)N(C)C, CN(C)C=O, [H-], [Na+], O. Yields the product CCC(Cc1ccccc1)(C(=O)c1ccc(-c2ccc(SCCCS)cc2)cc1)N(C)C. As a reaction SMILES: [CH2:3]([CH2:4][CH2:5][SH:6])[SH:7].[CH2:8]([c:9]1[cH:10][cH:11][cH:12][cH:13][cH:14]1)[C:15]([C:16](=[O:17])[c:18]1[cH:19][cH:20][c:21](-[c:24]2[cH:25][cH:26][c:27]([Br:30])[cH:28][cH:29]2)[cH:22][cH:23]1)([CH2:31][CH3:32])[N:33]([CH3:34])[CH3:35].[CH3:37][N:38]([CH3:39])[CH:40]=[O:41].[H-:1].[Na+:2].[OH2:36]>>[CH2:3]([CH2:4][CH2:5][S:6][c:27]1[cH:26][cH:25][c:24](-[c:21]2[cH:20][cH:19][c:18]([C:16]([C:15]([CH2:8][c:9]3[cH:10][cH:11][cH:12][cH:13][cH:14]3)([CH2:31][CH3:32])[N:33]([CH3:34])[CH3:35])=[O:17])[cH:23][cH:22]2)[cH:29][cH:28]1)[SH:7]. Reactants: CC1COCCN1c1nc(-c2ccc(Nc3cccc(OCc4ccccc4)n3)cc2)nc2c1CCN(C=O)C2, CO, CC(=O)O. Product: CC1COCCN1c1nc(-c2ccc(Nc3cccc(=O)[nH]3)cc2)nc2c1CCN(C=O)C2. RXN SMILES: [CH2:1]([c:2]1[cH:3][cH:4][cH:5][cH:6][cH:7]1)[O:8][c:9]1[cH:10][cH:11][cH:12][c:13]([NH:15][c:16]2[cH:17][cH:18][c:19](-[c:22]3[n:23][c:24]([N:34]4[CH:35]([CH3:40])[CH2:36][O:37][CH2:38][CH2:39]4)[c:25]4[c:26]([n:27]3)[CH2:28][N:29]([CH:32]=[O:33])[CH2:30][CH2:31]4)[cH:20][cH:21]2)[n:14]1.[CH3:41][OH:42].[CH3:43][C:44](=[O:45])[OH:46]>>[O:8]=[c:9]1[cH:10][cH:11][cH:12][c:13]([NH:15][c:16]2[cH:17][cH:18][c:19](-[c:22]3[n:23][c:24]([N:34]4[CH:35]([CH3:40])[CH2:36][O:37][CH2:38][CH2:39]4)[c:25]4[c:26]([n:27]3)[CH2:28][N:29]([CH:32]=[O:33])[CH2:30][CH2:31]4)[cH:20][cH:21]2)[nH:14]1. Reactants: CC1=C(N=C(O1)C1=CC=CC=C1)CCC1=CC=C(C=C1)CO ([4-[2-(5-methyl-2-phenyl-4-oxazolyl)ethyl]phenyl]methanol), O=C1NC=CC=C1CC(=O)OC (methyl 2-(2-oxo-1,2-dihydro-3-pyridyl)acetate), C1(=CC=CC=C1)P(C1=CC=CC=C1)C1=CC=CC=C1 (triphenylphosphine), N(=NC(=O)OCC)C(=O)OCC (diethyl azodicarboxylate), C1(=CC=CC=C1)C (toluene). Run in O1CCCC1 (tetrahydrofuran). Conditions: time 15 hour. The product is CC1=C(N=C(O1)C1=CC=CC=C1)CCOC1=CC=C(COC2=NC=CC=C2CC(=O)O)C=C1 (2-[2-[4-[2-(5-methyl-2-phenyl-4-oxazolyl)ethoxy]benzyloxy]-3-pyridyl]acetic acid). The yield is 14.0%. As a reaction SMILES: [CH3:1][C:2]1[O:6][C:5]([C:7]2[CH:12]=[CH:11][CH:10]=[CH:9][CH:8]=2)=[N:4][C:3]=1[CH2:13][CH2:14]C1C=CC(CO)=CC=1.[O:23]=[C:24]1[C:29]([CH2:30][C:31]([O:33]C)=[O:32])=[CH:28][CH:27]=[CH:26][NH:25]1.C1(P(C2C=CC=CC=2)C2C=CC=CC=2)C=CC=CC=1.N(C([O:63][CH2:64][CH3:65])=O)=NC(OCC)=O.[C:66]1([CH3:72])[CH:71]=CC=[CH:68][CH:67]=1>O1CCCC1>[CH3:1][C:2]1[O:6][C:5]([C:7]2[CH:8]=[CH:9][CH:10]=[CH:11][CH:12]=2)=[N:4][C:3]=1[CH2:13][CH2:14][O:63][C:64]1[CH:65]=[CH:71][C:66]([CH2:72][O:23][C:24]2[C:29]([CH2:30][C:31]([OH:33])=[O:32])=[CH:28][CH:27]=[CH:26][N:25]=2)=[CH:67][CH:68]=1. Procedure details: To a mixture of [4-[2-(5-methyl-2-phenyl-4-oxazolyl)ethyl]phenyl]methanol (0.87 g), methyl 2-(2-oxo-1,2-dihydro-3-pyridyl)acetate (0.36 g), triphenylphosphine (0.87 g) and tetrahydrofuran (50 mL) was dropwise added a solution (40%, 1.47 g) of diethyl azodicarboxylate in toluene at room temperature, and the mixture was stirred for 15 hrs. The reaction mixture was concentrated and the residue was subjected to silica gel column chromatography to give an oil from a fraction eluted with ethyl acetate... The reactants are COc1ccc2c(Cl)nc(Nc3cc(C)[nH]n3)cc2c1, OB(O)c1ccc(C(F)(F)F)cc1. The product is COc1ccc2c(-c3ccc(C(F)(F)F)cc3)nc(Nc3cc(C)[nH]n3)cc2c1. Reaction SMILES: [Cl:1][c:2]1[n:3][c:4]([NH:14][c:15]2[n:16][nH:17][c:18]([CH3:20])[cH:19]2)[cH:5][c:6]2[cH:7][c:8]([O:12][CH3:13])[cH:9][cH:10][c:11]12.[F:21][C:22]([c:23]1[cH:24][cH:25][c:26]([B:29]([OH:30])[OH:31])[cH:27][cH:28]1)([F:32])[F:33]>>[c:2]1(-[c:26]2[cH:25][cH:24][c:23]([C:22]([F:21])([F:32])[F:33])[cH:28][cH:27]2)[n:3][c:4]([NH:14][c:15]2[n:16][nH:17][c:18]([CH3:20])[cH:19]2)[cH:5][c:6]2[cH:7][c:8]([O:12][CH3:13])[cH:9][cH:10][c:11]12. Reactants: C(CCC)[Li] (n-butyllithium), CC1=C(C(=C(C1)C)C)C (tetramethylcyclopentadiene), Cl[Si](C1=CC=CC=C1)(C)C (chlorodimethylphenylsilane). Run in C1CCOC1 (THF). Reaction conditions: temperature 25 celsius, time 24 hour. Yields the product C[Si](C1(C(=C(C(=C1)C)C)C)C)(C1=CC=CC=C1)C (dimethylphenyl(tetramethylcyclopentadienyl)silane). As a reaction SMILES: C([Li])CCC.[CH3:6][C:7]1[CH2:11][C:10]([CH3:12])=[C:9]([CH3:13])[C:8]=1[CH3:14].Cl[Si:16]([CH3:24])([CH3:23])[C:17]1[CH:22]=[CH:21][CH:20]=[CH:19][CH:18]=1>C1COCC1>[CH3:23][Si:16]([CH3:24])([C:17]1[CH:22]=[CH:21][CH:20]=[CH:19][CH:18]=1)[C:7]1([CH3:6])[CH:11]=[C:10]([CH3:12])[C:9]([CH3:13])=[C:8]1[CH3:14]. Procedure details: 30 ml (48 mmol) of n-butyllithium (1.6 M in hexane) were added dropwise at −78° C. to a solution of 5.4 g (44.2 mmol) of tetramethylcyclopentadiene in 90 ml of THF over the course of about 20 minutes. The mixture was then stirred at 25° C. for 24 hours. The solution was then cooled again to −78° C., 8.3 g (48.6 mmol) of chlorodimethylphenylsilane were added dropwise over the course of 15 minutes, and the mixture was stirred at 25° C. for 24 hours. The THF was then removed under reduced pressure,... The reactants are BrC=1C=C2C(=CNC2=CC1)C1CCN(CC1)C (5-bromo-3-(N-methyl-4-piperidyl)-1H-indole), A-0303507, CC(C=C)O (but-3-en-2-ol). Run in C(Cl)Cl (CH2Cl2). Product: OC(C=CC=1C=C2C(=CNC2=CC1)C1CCN(CC1)C)C (5-(3-Hydroxy-1-but-1-enyl)-3-(N-methyl-4-piperidyl)-1H-indole). Reaction SMILES: Br[C:2]1[CH:3]=[C:4]2[C:8](=[CH:9][CH:10]=1)[NH:7][CH:6]=[C:5]2[CH:11]1[CH2:16][CH2:15][N:14]([CH3:17])[CH2:13][CH2:12]1.[CH3:18][CH:19]([OH:22])[CH:20]=[CH2:21]>C(Cl)Cl>[OH:22][CH:19]([CH3:18])[CH:20]=[CH:21][C:2]1[CH:3]=[C:4]2[C:8](=[CH:9][CH:10]=1)[NH:7][CH:6]=[C:5]2[CH:11]1[CH2:16][CH2:15][N:14]([CH3:17])[CH2:13][CH2:12]1. Procedure details: Obtained by a procedure similar to that described in Example 1, using 5-bromo-3-(N-methyl-4-piperidyl)-1H-indole (EP-A-0303507) and but-3-en-2-ol, as a foam. Rf 0.50 (SS 4). Found: C,72.85; H,8.22; N,9.17. C18H24N2O; 0.17 CH2Cl2 requires C,73.08; H,8.22; N,9.38%.